Dataset: the Open Reaction Database (ORD), a public repository of structured organic reaction records. Task: describe an organic reaction: reactants, conditions, products, and yield Reactants: [BH3-]C#N, CCOC(=O)CSc1ncc(Cc2cccs2)c(N)n1, CC(=O)O, CC#N, CC=O, O=C(O)C(F)(F)F, [Na+], CN(C)C=O. The product is CCNc1nc(SCC(=O)OCC)ncc1Cc1cccs1. RXN SMILES: [C:28]([BH3-:29])#[N:30].[CH2:1]([CH3:2])[O:3][C:4]([CH2:5][S:6][c:7]1[n:8][cH:9][c:10]([CH2:14][c:15]2[s:16][cH:17][cH:18][cH:19]2)[c:11]([NH2:13])[n:12]1)=[O:20].[CH3:24][C:25](=[O:26])[OH:27].[CH3:44][C:45]#[N:46].[CH:21]([CH3:22])=[O:23].[F:37][C:38]([F:39])([F:40])[C:41]([OH:42])=[O:43].[Na+:31].[O:32]=[CH:33][N:34]([CH3:35])[CH3:36]>>[CH2:1]([CH3:2])[O:3][C:4]([CH2:5][S:6][c:7]1[n:8][cH:9][c:10]([CH2:14][c:15]2[s:16][cH:17][cH:18][cH:19]2)[c:11]([NH:13][CH2:21][CH3:22])[n:12]1)=[O:20]. The reactants are CC(C)(C)P(C(C)(C)C)C1(C)CC1(c1ccccc1)c1ccccc1, C=CC[Pd]Cl, CC(C)(C)[O-], Cc1ccccc1, N#Cc1cnc2c(NCC(F)(F)F)cc(Cl)nn12, O=C(O)C(F)(F)F, COc1ccc(C#N)cc1N, [Na+]. The product is COc1ccc(C#N)cc1Nc1cc(NCC(F)(F)F)c2ncc(C#N)n2n1. As a reaction SMILES: [C:30]([P:31]([C:32]([CH3:33])([CH3:34])[CH3:35])[C:36]1([CH3:37])[CH2:38][C:39]1([c:40]1[cH:41][cH:42][cH:43][cH:44][cH:45]1)[c:46]1[cH:47][cH:48][cH:49][cH:50][cH:51]1)([CH3:52])([CH3:53])[CH3:54].[CH2:75]([Pd:76][Cl:77])[CH:78]=[CH2:79].[CH3:55][C:56]([CH3:57])([O-:58])[CH3:59].[CH3:68][c:69]1[cH:70][cH:71][cH:72][cH:73][cH:74]1.[Cl:1][c:2]1[cH:3][c:4]([NH:13][CH2:14][C:15]([F:16])([F:17])[F:18])[c:5]2[n:6]([n:7]1)[c:8]([C:11]#[N:12])[cH:9][n:10]2.[F:61][C:62]([F:63])([F:64])[C:65]([OH:66])=[O:67].[NH2:19][c:20]1[cH:21][c:22]([C:23]#[N:24])[cH:25][cH:26][c:27]1[O:28][CH3:29].[Na+:60]>>[c:2]1([NH:19][c:20]2[cH:21][c:22]([C:23]#[N:24])[cH:25][cH:26][c:27]2[O:28][CH3:29])[cH:3][c:4]([NH:13][CH2:14][C:15]([F:16])([F:17])[F:18])[c:5]2[n:6]([n:7]1)[c:8]([C:11]#[N:12])[cH:9][n:10]2. Reactants: Cn1cc(CNc2ccccc2[N+](=O)[O-])c2ccccc21, CCO, [H][H]. The product is Cn1cc(CNc2ccccc2N)c2ccccc21. As a reaction SMILES: [CH3:1][n:2]1[cH:3][c:4]([CH2:11][NH:12][c:13]2[c:14]([N+:19]([O-:20])=[O:21])[cH:15][cH:16][cH:17][cH:18]2)[c:5]2[cH:6][cH:7][cH:8][cH:9][c:10]12.[CH3:24][CH2:25][OH:26].[H:22][H:23]>>[CH3:1][n:2]1[cH:3][c:4]([CH2:11][NH:12][c:13]2[c:14]([NH2:19])[cH:15][cH:16][cH:17][cH:18]2)[c:5]2[cH:6][cH:7][cH:8][cH:9][c:10]12. Reactants: ClCCOC1=C(C=CC=C1)C=1CCC(NN1)=O (4,5-dihydro-6-(2-chloroethoxyphenyl)-3(2H)-pyridazinone), resultant mixture, CC(C)([O-])C.[K+] (Potassium-t-butoxide), N1C=NC=C1 (imidazole). Solvent: CN(C)C=O (DMF), CN(C)C=O (DMF). Conditions: time 5 minute. Yields the product N1(C=NC=C1)CCOC1=CC=C(C=C1)C=1CCC(NN1)=O (4,5-Dihydro-6-[4-[2-(1H-imidazol-1-yl)ethoxy]phenyl]-3(2H)-pyridazinone). Isolated yield 316.6%. Reaction SMILES: [CH3:1][C:2](C)([O-:4])C.[K+].[NH:7]1[CH:11]=[CH:10][N:9]=[CH:8]1.ClCCO[C:16]1[CH:21]=[CH:20][CH:19]=[CH:18][C:17]=1[C:22]1[CH2:23][CH2:24][C:25](=[O:28])[NH:26][N:27]=1>CN(C=O)C>[N:7]1([CH2:1][CH2:2][O:4][C:20]2[CH:21]=[CH:16][C:17]([C:22]3[CH2:23][CH2:24][C:25](=[O:28])[NH:26][N:27]=3)=[CH:18][CH:19]=2)[CH:11]=[CH:10][N:9]=[CH:8]1 |f:0.1|. Procedure: Potassium-t-butoxide (0.56 g, 0.5 mmol) is added to a solution of imidazole (0.34 g, 0.5 mmol) in dry DMF (10 ml) under N2. The resulting mixture is stirred until homogeneous and then five minutes longer. A solution of 4,5-dihydro-6-(2-chloroethoxyphenyl)-3(2H)-pyridazinone (1.27 g, 0.5 mmol) in dry DMF (20 ml) is added in one portion and the resultant mixture is heated and stirred at 60° for 12 hours. The DMF is then distilled off and the residue taken up in chloroform. The chloroform solution ... Starting materials: COC([C@@H](NC(=O)OC(C)(C)C)CCSC)=O (N-t-butoxycarbonyl-L-methionine methyl ester), N1=C(C=CC=C1C)C (2,6-lutidine), [Si](C)(C)(C(C)(C)C)OS(=O)(=O)C(F)(F)F (t-butyldimethylsilyltrifluoromethane sulfonate), [Cl-].[NH4+] (ammonium chloride). Run in C(Cl)Cl (methylene chloride). Run at time 15 minute. Yields the product COC([C@@H](NC(=O)O[Si](C)(C)C(C)(C)C)CCSC)=O (N-(t-Butyldimethylsilyloxycarbonyl)-L-methionine methyl ester). Reaction SMILES: [CH3:1][O:2][C:3](=[O:17])[C@H:4]([CH2:13][CH2:14][S:15][CH3:16])[NH:5][C:6]([O:8]C(C)(C)C)=[O:7].N1C(C)=CC=CC=1C.[Si:26](OS(C(F)(F)F)(=O)=O)([C:29]([CH3:32])([CH3:31])[CH3:30])([CH3:28])[CH3:27].[Cl-].[NH4+]>C(Cl)Cl>[CH3:1][O:2][C:3](=[O:17])[C@H:4]([CH2:13][CH2:14][S:15][CH3:16])[NH:5][C:6]([O:8][Si:26]([C:29]([CH3:32])([CH3:31])[CH3:30])([CH3:28])[CH3:27])=[O:7] |f:3.4|. Reported procedure: To a methylene chloride solution (1.0 ml) of N-t-butoxycarbonyl-L-methionine methyl ester (131.5 mg, 0.5 mmol) and 2,6-lutidine (0.116 ml, 1.0 mmol), t-butyldimethylsilyltrifluoromethane sulfonate (TBDMSOTf) (0.172 ml, 0.75 mmol) was added dropwise at room temperature in a nitrogen atmosphere. After the mixture was stirred for 15 minutes, a saturated aqueous solution of ammonium chloride (2 ml) was added to quench the reaction and extraction with ether was conducted. The organic layer was dried ... The reactants are C=CCC1C=C(C)CC(C)CC(OC)C2OC(O)(C(=O)C(=O)N3CCCCC3C(=O)OC(C(C)=CC3CCC(O)C(OC)C3)C(C)CCC1=O)C(C)CC2OC, CCN(CC)S(F)(F)F, C1CCOC1, CC#N, F. Product: C=CCC1C=C(C)CC(C)CC(OC)C2OC(O)(C(=O)C(=O)N3CCCCC3C(=O)OC(C(C)=CC3CCC(F)C(OC)C3)C(C)CCC1=O)C(C)CC2OC. RXN SMILES: [CH2:1]([CH:2]=[CH2:3])[CH:4]1[C:5](=[O:56])[CH2:6][CH2:7][CH:8]([CH3:55])[CH:9]([C:43](=[CH:44][CH:45]2[CH2:46][CH:47]([O:52][CH3:53])[CH:48]([OH:51])[CH2:49][CH2:50]2)[CH3:54])[O:10][C:11](=[O:42])[CH:12]2[CH2:13][CH2:14][CH2:15][CH2:16][N:17]2[C:18](=[O:41])[C:19](=[O:40])[C:20]2([OH:39])[CH:21]([CH3:38])[CH2:22][CH:23]([O:36][CH3:37])[CH:24]([CH:25]([O:33][CH3:34])[CH2:26][CH:27]([CH3:32])[CH2:28][C:29]([CH3:31])=[CH:30]1)[O:35]2.[CH2:57]([N:58]([S:59]([F:60])([F:61])[F:63])[CH2:62][CH3:64])[CH3:65].[CH2:70]1[O:71][CH2:72][CH2:73][CH2:74]1.[CH3:67][C:68]#[N:69].[FH:66]>>[CH2:1]([CH:2]=[CH2:3])[CH:4]1[C:5](=[O:56])[CH2:6][CH2:7][CH:8]([CH3:55])[CH:9]([C:43](=[CH:44][CH:45]2[CH2:46][CH:47]([O:52][CH3:53])[CH:48]([F:63])[CH2:49][CH2:50]2)[CH3:54])[O:10][C:11](=[O:42])[CH:12]2[CH2:13][CH2:14][CH2:15][CH2:16][N:17]2[C:18](=[O:41])[C:19](=[O:40])[C:20]2([OH:39])[CH:21]([CH3:38])[CH2:22][CH:23]([O:36][CH3:37])[CH:24]([CH:25]([O:33][CH3:34])[CH2:26][CH:27]([CH3:32])[CH2:28][C:29]([CH3:31])=[CH:30]1)[O:35]2. Starting materials: C(C=1C(O)=CC=CC1)=O (salicylaldehyde), C=O (formaldehyde), Cl (hydrochloric acid), ClCC=1C=CC=C(C=O)C1 (5-chloromethylbenzaldehyde), aldehyde. Yields the product ClCC=1C=CC(=C(C=O)C1)O (5-(chloromethyl)-2-hydroxybenzaldehyde). As a reaction SMILES: [CH:1](=[O:9])[C:2]1[C:3](=[CH:5][CH:6]=[CH:7][CH:8]=1)[OH:4].[Cl:10][CH2:11]C1C=CC=C(C=1)C=O.C=O.Cl>>[Cl:10][CH2:11][C:7]1[CH:6]=[CH:5][C:3]([OH:4])=[C:2]([CH:8]=1)[CH:1]=[O:9]. Procedure details: The salicylaldehyde is convened to the 5-chloromethylbenzaldehyde by combining the aldehyde with aqueous formaldehyde (37%) and concentrated hydrochloric acid, at a reduced temperature in the range of -10° to +10° C. or thereabouts. Gaseous HCl is then bubbled through the solution to saturate with HCl after which the solution is stirred for a period sufficient to effect the reaction at a reduced temperature, one which is about that of the temperature at which the reactants were combined initiall... The reactants are CC(C)(C)C(=O)Oc2ccc1ncccc1c2 (substrate), c2ccc1ocnc1c2 (effective_coupling_partner). The reagents and catalysts are dcype. Conditions: temperature 120 celsius, time 12 hour. Yields the product c4ccc3oc(c2ccc1ncccc1c2)nc3c4.